The task is: describe an organic reaction: reactants, conditions, products, and yield. This data is from the Open Reaction Database (ORD), a public repository of structured organic reaction records. The reactants are CCCCCC(=O)CC=C1CCC(O)C1CCCCCCC(=O)OCC, [Li]CCCC, CCOCC, [Cl-], [NH4+], C1CCOC1. The product is CCCCCC(O)(CC=C1CCC(O)C1CCCCCCC(=O)OCC)CCCC. As a reaction SMILES: [CH2:11]([CH3:12])[O:13][C:14]([CH2:15][CH2:16][CH2:17][CH2:18][CH2:19][CH2:20][CH:21]1[CH:22]([OH:35])[CH2:23][CH2:24][C:25]1=[CH:26][CH2:27][C:28]([CH2:29][CH2:30][CH2:31][CH2:32][CH3:33])=[O:34])=[O:36].[CH2:1]([CH2:2][CH2:3][CH3:4])[Li:5].[CH3:39][CH2:40][O:41][CH2:42][CH3:43].[Cl-:37].[NH4+:38].[O:6]1[CH2:7][CH2:8][CH2:9][CH2:10]1>>[CH2:1]([CH2:2][CH2:3][CH3:4])[C:28]([CH2:27][CH:26]=[C:25]1[CH:21]([CH2:20][CH2:19][CH2:18][CH2:17][CH2:16][CH2:15][C:14]([O:13][CH2:11][CH3:12])=[O:36])[CH:22]([OH:35])[CH2:23][CH2:24]1)([CH2:29][CH2:30][CH2:31][CH2:32][CH3:33])[OH:34]. Starting materials: ClC=1C(C(=C(C(C1Cl)=O)C#N)C#N)=O (DDQ), FC(C1=NN(C2=C3C(=CC=C12)C=CC=C3)C3C=CC(=CC3)S(=O)(=O)N)(F)F (4,5-dihydro-4-[3-(trifluoromethyl)-1H-benz[g]indazol-1-yl]benzenesulfonamide), ClC=1C(C(=C(C(C1Cl)=O)C#N)C#N)=O (2,3-dichloro-5,6-dicyano-1,4-benzoquinone), ClC=1C(C(=C(C(C1Cl)=O)C#N)C#N)=O (DDQ), C1(O)=CC=C(O)C=C1 (hydroquinone). Run in O1CCOCC1 (1,4-dioxane). Yields the product FC(C1=NN(C2=C3C(=CC=C12)C=CC=C3)C3=CC=C(C=C3)S(=O)(=O)N)(F)F (4-[3-(trifluoromethyl)-1H-benz[g]indazol-1-yl]benzenesulfonamide). Yield: 89.9%. As a reaction SMILES: [F:1][C:2]([F:27])([F:26])[C:3]1[C:11]2[C:6](=[C:7]3[CH:15]=[CH:14][CH:13]=[CH:12][C:8]3=[CH:9][CH:10]=2)[N:5]([CH:16]2[CH2:21][CH:20]=[C:19]([S:22]([NH2:25])(=[O:24])=[O:23])[CH:18]=[CH:17]2)[N:4]=1.ClC1C(=O)C(C#N)=C(C#N)C(=O)C=1Cl.C1(C=CC(O)=CC=1)O>O1CCOCC1>[F:27][C:2]([F:1])([F:26])[C:3]1[C:11]2[C:6](=[C:7]3[CH:15]=[CH:14][CH:13]=[CH:12][C:8]3=[CH:9][CH:10]=2)[N:5]([C:16]2[CH:17]=[CH:18][C:19]([S:22]([NH2:25])(=[O:24])=[O:23])=[CH:20][CH:21]=2)[N:4]=1. Procedure details: 4,5-Dihydro-4-[3-(trifluoromethyl)-1H-benz[g]indazol-1-yl]benzenesulfonamide from Step 2 (393 mg, 1.0 mmol) was dissolved in 1,4-dioxane (50 ml), and 2,3-dichloro-5,6-dicyano-1,4-benzoquinone (DDQ) (227 mg, 1.0 mmol) was added. The reaction was heated to reflux for 16 hours at which time a second equivalent of DDQ (227 mg, 1.0 mmol) was added and the reaction was heated to reflux for an additional 24 hours. At three successive 24 hour intervals, 1.0 mmol additional DDQ was added and heating cont... Starting materials: C1(=CC=CC=C1)O (phenol), C1(=CC=CC=C1)OC(=O)C (PhOAc), CC=1C=CC=C2C(C(NC12)=O)=O (7-methylisatin). The reagents and catalysts are S(O)(O)(=O)=O (sulphuric acid). Run in CC(=O)C (acetone). Run at temperature 60 celsius. Product: OC1=CC=C(C=C1)C1(C(NC2=C(C=CC=C12)C)=O)C1=CC=C(C=C1)O (3,3-bis-(4-hydroxyphenyl)-7-methyl-2 -indolinone). Isolated yield 58.7%. Reaction SMILES: [C:1]1([OH:7])[CH:6]=[CH:5][CH:4]=[CH:3][CH:2]=1.[CH3:8][C:9]1[CH:10]=[CH:11][CH:12]=[C:13]2[C:17]=1[NH:16][C:15](=[O:18])[C:14]2=O.[C:20]1([O:26]C(C)=O)[CH:25]=[CH:24][CH:23]=[CH:22][CH:21]=1>CC(C)=O.S(=O)(=O)(O)O>[OH:7][C:1]1[CH:6]=[CH:5][C:4]([C:14]2([C:23]3[CH:24]=[CH:25][C:20]([OH:26])=[CH:21][CH:22]=3)[C:13]3[C:17](=[C:9]([CH3:8])[CH:10]=[CH:11][CH:12]=3)[NH:16][C:15]2=[O:18])=[CH:3][CH:2]=1. Procedure: 38.2 g of pure phenol were mixed with 0.4 g of concentrated sulphuric acid, with stirring and heating to 60° C. 28.5 g (0.177 mole) of 7-methylisatin were added in portions. At the end of the addition, the temperature was raised to 85° C. and 21 g of PhOAc were gradually added dropwise over a period of 5 hours. Finally, the temperature of the stirred mixture was raised to 120° C. for 30 minutes. It was then allowed to cool, filtered and washed with abundant water to remove the PhOAc. The resulti... Starting materials: Cl.C(C)N=C=NCCCN(C)C (N1-((ethylimino)methylene)-N3,N3-dimethylpropane-1,3-diamine hydrochloride), COC1=CC=C(CN2N=CC=3C2=NC=CC3OC3=C(C=C(C=C3)N)F)C=C1 (4-(1-(4-methoxybenzyl)-1H-pyrazolo[3,4-b]pyridin-4-yloxy)-3-fluorobenzenamine), FC1=CC=C(C=C1)NC(=O)C1(CC1)C(=O)O (((4-fluorophenyl)carbamoyl)cyclopropanecarboxylic acid), C1(CC1)(C(=O)O)C(=O)O (cyclopropane-1,1-dicarboxylic acid), FC1=CC=C(N)C=C1 (4-fluoroaniline). Run in CCOC(=O)C (EtOAc), O (water), CC(=O)N(C)C (DMA). Conditions: time 1 hour. The product is COC1=CC=C(CN2N=CC=3C2=NC=CC3OC3=C(C=C(C=C3)N(C(=O)C3(CC3)C(=O)N)C3=CC=C(C=C3)F)F)C=C1 (N-(4-(1-(4-methoxybenzyl)-1H-pyrazolo[3,4-b]pyridin-4-yloxy)-3-fluorophenyl)-N-(4-fluorophenyl)cyclopropane-1,1-dicarboxamide). Yield: 33.0%. RXN SMILES: [CH3:1][O:2][C:3]1[CH:27]=[CH:26][C:6]([CH2:7][N:8]2[C:12]3=[N:13][CH:14]=[CH:15][C:16]([O:17][C:18]4[CH:23]=[CH:22][C:21]([NH2:24])=[CH:20][C:19]=4[F:25])=[C:11]3[CH:10]=[N:9]2)=[CH:5][CH:4]=1.FC1C=CC([NH:35][C:36]([C:38]2([C:41](O)=[O:42])[CH2:40][CH2:39]2)=[O:37])=CC=1.C1(C(O)=O)(C(O)=O)CC1.[F:53][C:54]1[CH:60]=[CH:59][C:57](N)=[CH:56][CH:55]=1.Cl.C(N=C=NCCCN(C)C)C>CC(N(C)C)=O.CCOC(C)=O.O>[CH3:1][O:2][C:3]1[CH:4]=[CH:5][C:6]([CH2:7][N:8]2[C:12]3=[N:13][CH:14]=[CH:15][C:16]([O:17][C:18]4[CH:23]=[CH:22][C:21]([N:24]([C:57]5[CH:59]=[CH:60][C:54]([F:53])=[CH:55][CH:56]=5)[C:41]([C:38]5([C:36]([NH2:35])=[O:37])[CH2:39][CH2:40]5)=[O:42])=[CH:20][C:19]=4[F:25])=[C:11]3[CH:10]=[N:9]2)=[CH:26][CH:27]=1 |f:4.5|. Reported procedure: To a stirred mixture of 4-(1-(4-methoxybenzyl)-1H-pyrazolo[3,4-b]pyridin-4-yloxy)-3-fluorobenzenamine (73 mg, 0.20 mmol; obtained from Example 1, Step D) and ((4-fluorophenyl)carbamoyl)cyclopropanecarboxylic acid (49 mg, 0.220 mmol; prepared from cyclopropane-1,1-dicarboxylic acid and 4-fluoroaniline using the methods of WO 2005/030140 and by Shih and Rankin, Synth. Comm. 1996, 26(4), 833-836) in DMA (2 mL) was added N1-((ethylimino)methylene)-N3,N3-dimethylpropane-1,3-diamine hydrochloride (EDC...